This data is from the Open Reaction Database (ORD), a public repository of structured organic reaction records. The task is: describe an organic reaction: reactants, conditions, products, and yield The reactants are C1CCNC1, C[Si](C)(C)C#N, CC(=O)O, ClCCl, [Na+], O=C1COC1, [OH-]. Product: N#CC1(N2CCCC2)COC1. As a reaction SMILES: [CH2:1]1[CH2:2][CH2:3][NH:4][CH2:5]1.[CH3:11][Si:12]([CH3:13])([CH3:14])[C:15]#[N:16].[CH3:22][C:23](=[O:24])[OH:25].[Cl:19][CH2:20][Cl:21].[Na+:18].[O:6]1[CH2:7][C:8](=[O:10])[CH2:9]1.[OH-:17]>>[CH2:1]1[CH2:2][CH2:3][N:4]([C:8]2([C:15]#[N:16])[CH2:7][O:6][CH2:9]2)[CH2:5]1.